From a dataset of the Open Reaction Database (ORD), a public repository of structured organic reaction records. describe an organic reaction: reactants, conditions, products, and yield The reactants are C(C)OC(CC(C=CCCCCC1=NC(=CC=C1)NCC1=CC=C(C=C1)OC)C=1C=NC=NC1)=O ((+)9-[6-(4-Methoxy-benzylamino)-pyridin-2-yl]-3-pyrimidin-5-yl-non-4-enoic acid ethyl ester), C=O (paraformaldehyde), C(C)(=O)O (acetic acid), [BH3-]C#N.[Na+] (NaCNBH3). Product: C(C)OC(CC(C=CCCCCC1=NC(=CC=C1)N(C)CC1=CC=C(C=C1)OC)C=1C=NC=NC1)=O ((+)-9-{6-[(4-Methoxy-benzyl)-methyl-amino]-pyridin-2-yl}-3-pyrimidin-5-yl-non-4-enoic acid ethyl ester). The solvent is CO (methanol). Run at temperature 50 celsius, time 15 minute. Reaction SMILES: [CH2:1]([O:3][C:4](=[O:35])[CH2:5][CH:6]([C:29]1[CH:30]=[N:31][CH:32]=[N:33][CH:34]=1)[CH:7]=[CH:8][CH2:9][CH2:10][CH2:11][CH2:12][C:13]1[CH:18]=[CH:17][CH:16]=[C:15]([NH:19][CH2:20][C:21]2[CH:26]=[CH:25][C:24]([O:27][CH3:28])=[CH:23][CH:22]=2)[N:14]=1)[CH3:2].C=O.[C:38](O)(=O)C.[BH3-]C#N.[Na+]>CO>[CH2:1]([O:3][C:4](=[O:35])[CH2:5][CH:6]([C:29]1[CH:30]=[N:31][CH:32]=[N:33][CH:34]=1)[CH:7]=[CH:8][CH2:9][CH2:10][CH2:11][CH2:12][C:13]1[CH:18]=[CH:17][CH:16]=[C:15]([N:19]([CH2:20][C:21]2[CH:26]=[CH:25][C:24]([O:27][CH3:28])=[CH:23][CH:22]=2)[CH3:38])[N:14]=1)[CH3:2] |f:3.4|. Reported procedure: To a solution of 6-10 (1.6 g, 3.37 mmol) in methanol (30 mL) was added paraformaldehyde (0.80 g) and acetic acid (0.96 mL, 16.8 mmol). After stirring at 50° C. for 15 minutes, NaCNBH3 (0.275 g, 4.38 mmol) was added and the mixture stirred for an additional 30 minutes at 50° C. Evaporation of the solvents and purification on silica gel (5% MeOH/CHCl3) afforded 6-10 in 75% yield. The yield is 75.0%. Reactants: CO, CCCCCC, CCC1CC(C)(C(C)=O)C1, COC=O, [H-], [Na+]. The product is CCC1CC(C)(C(=O)C=CO)C1. RXN SMILES: [CH3:17][OH:18].[CH3:19][CH2:20][CH2:21][CH2:22][CH2:23][CH3:24].[CH3:7][C:8](=[O:9])[C:10]1([CH3:16])[CH2:11][CH:12]([CH2:14][CH3:15])[CH2:13]1.[CH:3](=[O:4])[O:5][CH3:6].[H-:1].[Na+:2]>>[CH:3]([OH:4])=[CH:7][C:8](=[O:9])[C:10]1([CH3:16])[CH2:11][CH:12]([CH2:14][CH3:15])[CH2:13]1.